From a dataset of the Open Reaction Database (ORD), a public repository of structured organic reaction records. describe an organic reaction: reactants, conditions, products, and yield Starting materials: FC=1C=C(N)C=CC1OC1=CC=NC2=CC(=C(C=C12)OC)OCCCN1CCOCC1 (3-fluoro-4-[[6-methoxy-7-(3-morpholinopropoxy)-4-quinolyl]oxy]aniline), FC1=CC=C(C=C1)N1N=C(C(=C1)OC)C(=O)Cl (1-(4-fluorophenyl)-4-methoxy-pyrazole-3-carbonyl chloride). Product: FC=1C=C(C=CC1OC1=CC=NC2=CC(=C(C=C12)OC)OCCCN1CCOCC1)NC(=O)C1=NN(C=C1OC)C1=CC=C(C=C1)F (N-[3-fluoro-4-[[6-methoxy-7-(3-morpholinopropoxy)-4-quinolyl]oxy]phenyl]-1-(4-fluorophenyl)-4-methoxy-pyrazole-3-carboxamide). As a reaction SMILES: [F:1][C:2]1[CH:3]=[C:4]([CH:6]=[CH:7][C:8]=1[O:9][C:10]1[C:19]2[C:14](=[CH:15][C:16]([O:22][CH2:23][CH2:24][CH2:25][N:26]3[CH2:31][CH2:30][O:29][CH2:28][CH2:27]3)=[C:17]([O:20][CH3:21])[CH:18]=2)[N:13]=[CH:12][CH:11]=1)[NH2:5].[F:32][C:33]1[CH:38]=[CH:37][C:36]([N:39]2[CH:43]=[C:42]([O:44][CH3:45])[C:41]([C:46](Cl)=[O:47])=[N:40]2)=[CH:35][CH:34]=1>>[F:1][C:2]1[CH:3]=[C:4]([NH:5][C:46]([C:41]2[C:42]([O:44][CH3:45])=[CH:43][N:39]([C:36]3[CH:37]=[CH:38][C:33]([F:32])=[CH:34][CH:35]=3)[N:40]=2)=[O:47])[CH:6]=[CH:7][C:8]=1[O:9][C:10]1[C:19]2[C:14](=[CH:15][C:16]([O:22][CH2:23][CH2:24][CH2:25][N:26]3[CH2:31][CH2:30][O:29][CH2:28][CH2:27]3)=[C:17]([O:20][CH3:21])[CH:18]=2)[N:13]=[CH:12][CH:11]=1. Procedure: Q7 was prepared from 3-fluoro-4-[[6-methoxy-7-(3-morpholinopropoxy)-4-quinolyl]oxy]aniline and E3 following the general procedure reported in Preparative Example 1 Step 3. 1H NMR (400 MHz, d6-DMSO, 300K) δ 2.01 (m, 2H), 2.51 (m, 6H), 3.61 (m, 4H), 3.86 (s, 3H), 3.94 (s, 3H), 4.20 (t, J=6.2 Hz, 2H), 6.46 (d, J=5.3 Hz, 1H), 7.43 (m, 4H), 7.53 (s, 1H), 7.72 (t, J=9.1 Hz, 1H), 8.01 (m, 3H), 8.47 (d, J=5.3 Hz, 1H), 8.49 (s, 1H), 10.19 (s, 1H). MS (ES) C34H33F2N6O6 requires: 645. Found: 646 (M+H)+. Procedure: A solution of (4-bromo-2H-pyrazol-3-yl)-methanol (0.64 mg, 3.63 mmol), tert-butyldimethylsilyl chloride (0.82 g, 5.45 mmol) and imidazole (0.42 g, 6.18 mmol) in N,N-dimethylformamide (20 mL) is stirred at room temperature overnight. The reaction mixture is diluted with a 50:50 mixture diethyl ether:ethyl acetate and washed with water (3×). The organic layers are dried over MgSO4, filtered and concentrated. The residue is purified by silica gel column chromatography eluting with 80:20 petroleum e... Run in CN(C=O)C (N,N-dimethylformamide). Reactants: C(C)OCC (diethyl ether), BrC1=C(NN=C1)CO ((4-bromo-2H-pyrazol-3-yl)-methanol), [Si](C)(C)(C(C)(C)C)Cl (tert-butyldimethylsilyl chloride), N1C=NC=C1 (imidazole). RXN SMILES: [Br:1][C:2]1[CH:6]=[N:5][NH:4][C:3]=1CO.[Si:9](Cl)([C:12]([CH3:15])([CH3:14])[CH3:13])(C)C.N1C=CN=[CH:18]1.C([O:24][CH2:25][CH3:26])C>CN(C)C=O>[Br:1][C:2]1[CH:3]=[N:4][NH:5][C:6]=1[C:25]([CH3:26])([CH3:18])[O:24][SiH2:9][C:12]([CH3:15])([CH3:14])[CH3:13]. Yield: 98.0%. Yields the product BrC=1C=NNC1C(O[SiH2]C(C)(C)C)(C)C (4-Bromo-5-(tert-butyl-dimethyl-silanyloxymethyl)-1H-pyrazole).